This data is from the Open Reaction Database (ORD), a public repository of structured organic reaction records. The task is: describe an organic reaction: reactants, conditions, products, and yield Reactants: C(#N)[BH3-].[Na+] (sodium cyanoborohydride), ClC1=CC=C2N1N=C(C(=C2C2=CC=C(C=C2)F)C=O)C(C)C (7-chloro-4-(4-fluorophenyl)-2-isopropylpyrrolo[1,2-b]pyridazine-3-carbaldehyde), NCCO (2-aminoethanol), C(#N)[BH3-].[Na+] (sodium cyanoborohydride). Reagents/catalysts: C(C)(=O)O (acetic acid), C(C)(=O)O (acetic acid). Run in C(C)O (ethanol). Reaction conditions: time 10 minute. Product: ClC1=CC=C2N1N=C(C(=C2C2=CC=C(C=C2)F)CNCCO)C(C)C (2-({[7-chloro-4-(4-fluorophenyl)-2-isopropylpyrrolo[1,2-b]pyridazin-3-yl]methyl}amino)ethanol). Yield: 46.0%. RXN SMILES: [Cl:1][C:2]1[N:6]2[N:7]=[C:8]([CH:20]([CH3:22])[CH3:21])[C:9]([CH:18]=O)=[C:10]([C:11]3[CH:16]=[CH:15][C:14]([F:17])=[CH:13][CH:12]=3)[C:5]2=[CH:4][CH:3]=1.[NH2:23][CH2:24][CH2:25][OH:26].C([BH3-])#N.[Na+]>C(O)C.C(O)(=O)C>[Cl:1][C:2]1[N:6]2[N:7]=[C:8]([CH:20]([CH3:21])[CH3:22])[C:9]([CH2:18][NH:23][CH2:24][CH2:25][OH:26])=[C:10]([C:11]3[CH:16]=[CH:15][C:14]([F:17])=[CH:13][CH:12]=3)[C:5]2=[CH:4][CH:3]=1 |f:2.3|. Reported procedure: To a suspension of 7-chloro-4-(4-fluorophenyl)-2-isopropylpyrrolo[1,2-b]pyridazine-3-carbaldehyde (40 mg) in ethanol (1 mL) was added 2-aminoethanol (11.8 mg), sodium cyanoborohydride (12.1 mg), and acetic acid (1 drop) in an ice-water bath. After 10 minutes, the mixture was stirred at ambient temperature. After 2 hours, sodium cyanoborohydride (11.8 mg) was added and the reaction mixture was acidified to pH4 with acetic acid (5 drops). After stirring overnight, the reaction mixture was partitio... The reactants are BrCCBr (1,2-dibromoethane), [Mg] (magnesium), solution, BrC1=CC=C(C=C1)COC[C@H](COC)C (1-bromo-4-((S)-3-methoxy-2-methyl-propoxymethyl)-benzene), [Mg] (magnesium), C(C1=CC=CC=C1)N1CC(C(CC1)=O)COC(C1=CC=CC=C1)(C1=CC=CC=C1)C1=CC=CC=C1 (1-benzyl-3-trityloxymethyl -piperidin-4-one). The solvent is O1CCCC1 (tetrahydrofuran), O1CCCC1 (tetrahydrofuran), O1CCCC1 (tetrahydrofuran). Run at time 2 hour. The product is C(C1=CC=CC=C1)N1CC(C(CC1)(O)C1=CC=C(C=C1)COC[C@H](COC)C)COC(C1=CC=CC=C1)(C1=CC=CC=C1)C1=CC=CC=C1 (1-Benzyl-4-[4-((S)-3-methoxy-2-methyl-propoxymethyl)-phenyl]-3-(R,S) -trityloxymethyl-piperidin-4-(R,S)-ol). RXN SMILES: BrCCBr.[Mg].Br[C:7]1[CH:12]=[CH:11][C:10]([CH2:13][O:14][CH2:15][C@@H:16]([CH3:20])[CH2:17][O:18][CH3:19])=[CH:9][CH:8]=1.[CH2:21]([N:28]1[CH2:33][CH2:32][C:31](=[O:34])[CH:30]([CH2:35][O:36][C:37]([C:50]2[CH:55]=[CH:54][CH:53]=[CH:52][CH:51]=2)([C:44]2[CH:49]=[CH:48][CH:47]=[CH:46][CH:45]=2)[C:38]2[CH:43]=[CH:42][CH:41]=[CH:40][CH:39]=2)[CH2:29]1)[C:22]1[CH:27]=[CH:26][CH:25]=[CH:24][CH:23]=1>O1CCCC1>[CH2:21]([N:28]1[CH2:33][CH2:32][C:31]([C:7]2[CH:12]=[CH:11][C:10]([CH2:13][O:14][CH2:15][C@@H:16]([CH3:20])[CH2:17][O:18][CH3:19])=[CH:9][CH:8]=2)([OH:34])[CH:30]([CH2:35][O:36][C:37]([C:50]2[CH:51]=[CH:52][CH:53]=[CH:54][CH:55]=2)([C:44]2[CH:45]=[CH:46][CH:47]=[CH:48][CH:49]=2)[C:38]2[CH:39]=[CH:40][CH:41]=[CH:42][CH:43]=2)[CH2:29]1)[C:22]1[CH:23]=[CH:24][CH:25]=[CH:26][CH:27]=1. Procedure details: 2.32 mmol of 1,2-dibromoethane are added to a suspension of 156.518 mmol of magnesium in 20 ml of tetrahydrofuran under argon at room temperature. The reaction mixture is warmed until the magnesium starts to react and then 3 ml of a solution of 151.509 mmol of 1-bromo-4-((S)-3-methoxy-2-methyl-propoxymethyl)-benzene in 170 ml of tetrahydrofuran, followed by the rest of the solution, is added while maintaining a gentle reflux. After 2 hours, the reaction mixture is cooled to room temperature and ... Reactants: N1(CCCC1)CCOC1=CC=C(C=C1)Br (4-[2-Pyrrolidinoethoxy]phenyl bromide), [Mg] (magnesium), [Mg] (magnesium), ClC1=CC=C(CC2OC3=C(C2=O)C=CC(=C3)OC)C=C1 (2-(p-Chlorobenzyl)-6-methoxy-3(2H )-benzofuranone), BrCCBr (1,2-Dibromoethane), Cl (hydrochloric acid). Run in C(C)O (ethanol), C1CCOC1 (THF), C(C)O (ethanol), C1CCOC1 (THF). Yields the product ClC1=CC=C(CC2=C(C3=C(O2)C=C(C=C3)OC)C3=CC=C(C=C3)OCCN3CCCC3)C=C1 (2-(p-Chlorobenzyl)-3-[p-(2-pyrrolidinoethoxy)phenyl]-6-methoxybenzo[b]furan). RXN SMILES: [N:1]1([CH2:6][CH2:7][O:8][C:9]2[CH:14]=[CH:13][C:12](Br)=[CH:11][CH:10]=2)[CH2:5][CH2:4][CH2:3][CH2:2]1.[Mg].BrCCBr.[Cl:21][C:22]1[CH:40]=[CH:39][C:25]([CH2:26][CH:27]2[C:31](=O)[C:30]3[CH:33]=[CH:34][C:35]([O:37][CH3:38])=[CH:36][C:29]=3[O:28]2)=[CH:24][CH:23]=1.Cl>C1COCC1.C(O)C>[Cl:21][C:22]1[CH:40]=[CH:39][C:25]([CH2:26][C:27]2[O:28][C:29]3[CH:36]=[C:35]([O:37][CH3:38])[CH:34]=[CH:33][C:30]=3[C:31]=2[C:12]2[CH:13]=[CH:14][C:9]([O:8][CH2:7][CH2:6][N:1]3[CH2:5][CH2:4][CH2:3][CH2:2]3)=[CH:10][CH:11]=2)=[CH:24][CH:23]=1. Procedure: 4-[2-Pyrrolidinoethoxy]phenyl bromide (1.41 g, 5.20 mmol) in dry THF (50 ml) was added to magnesium turnings (312 mg, 13.0 mmol) in a dry 3-necked round bottom flask under an oxygen-free nitrogen atmosphere and the mixture was maintained under gentle reflux. 1,2-Dibromoethane (0.22 ml, 2.60 mmol) was added dropwise over a period of 1/2 hour. The mixture was heated gently until the magnesium was nearly consumed (ca. 1/2 hour). 2-(p-Chlorobenzyl)-6-methoxy-3(2H )-benzofuranone (740 mg, 2.60 mmol) ...